Task: describe an organic reaction: reactants, conditions, products, and yield. Dataset: the Open Reaction Database (ORD), a public repository of structured organic reaction records Starting materials: NC1=C(C=C(C=C1)S(=O)(=O)N)[N+](=O)[O-] (4-amino-3-nitrobenzenesulfonamide), BrBr (bromine). The solvent is CO (methanol). The product is NC1=C(C=C(C=C1[N+](=O)[O-])S(=O)(=O)N)Br (4-amino-3-bromo-5-nitrobenzenesulfonamide). Reaction SMILES: [NH2:1][C:2]1[CH:7]=[CH:6][C:5]([S:8]([NH2:11])(=[O:10])=[O:9])=[CH:4][C:3]=1[N+:12]([O-:14])=[O:13].[Br:15]Br>CO>[NH2:1][C:2]1[C:3]([N+:12]([O-:14])=[O:13])=[CH:4][C:5]([S:8]([NH2:11])(=[O:10])=[O:9])=[CH:6][C:7]=1[Br:15]. Reported procedure: 7.0 G. of 4-amino-3-nitrobenzenesulfonamide is suspended in 150 ml. of methanol at room temperature and brominated with 5.2 g. of liquid bromine added dropwise over 15 minutes. The reaction mixture is filtered and the solid material recrystallized from isopropanol affording 4-amino-3-bromo-5-nitrobenzenesulfonamide, m.p. 216°-218° C. Starting materials: CO, CSc1ccc([N+](=O)[O-])c(C(=O)O)c1, [H][H]. The product is CSc1ccc(N)c(C(=O)O)c1. RXN SMILES: [CH3:17][OH:18].[CH3:1][S:2][c:3]1[cH:4][cH:5][c:6]([N+:12]([O-:13])=[O:14])[c:7]([C:8](=[O:9])[OH:10])[cH:11]1.[H:15][H:16]>>[CH3:1][S:2][c:3]1[cH:4][cH:5][c:6]([NH2:12])[c:7]([C:8](=[O:9])[OH:10])[cH:11]1.